Dataset: the Open Reaction Database (ORD), a public repository of structured organic reaction records. Task: describe an organic reaction: reactants, conditions, products, and yield The reactants are C(C)(=O)C=1C=NC=CC1 (3-acetylpyridine), COC(N(C)C)OC (N,N-dimethylformamide dimethyl acetal), [OH-].[Na+] (sodium hydroxide), [N+](=O)(O)[O-].CC1=C(C=C(C=C1)[N+](=O)[O-])NC(=N)N (1-(2-methyl-5-nitrophenyl)guanidine nitrate). Run in O (Water), CO (Methanol), O (water), O (water). Yields the product CC1=C(NC2=NC=CC(=N2)C=2C=NC=CC2)C=C(C=C1)[N+](=O)[O-] (2-(2-methyl-5-nitroanilino)-4-(3-pyridinyl)pyrimidine). Yield: 73.4%. Reaction SMILES: [C:1]([C:4]1[CH:5]=[N:6][CH:7]=[CH:8][CH:9]=1)(=O)[CH3:2].[CH3:10]OC(OC)N(C)C.[N+]([O-])(O)=O.[CH3:22][C:23]1[CH:28]=[CH:27][C:26]([N+:29]([O-:31])=[O:30])=[CH:25][C:24]=1[NH:32][C:33]([NH2:35])=[NH:34].[OH-].[Na+]>O.CO>[CH3:22][C:23]1[CH:28]=[CH:27][C:26]([N+:29]([O-:31])=[O:30])=[CH:25][C:24]=1[NH:32][C:33]1[N:35]=[C:1]([C:4]2[CH:5]=[N:6][CH:7]=[CH:8][CH:9]=2)[CH:2]=[CH:10][N:34]=1 |f:2.3,4.5|. Procedure: 26.60 g of 3-acetylpyridine (0.219 mol; 1 eq.) and 44.0 mL of N,N-dimethylformamide dimethyl acetal (39.47 g; 0.331 mol; 1.508 eq.) were placed in a reactor flask and the mixture was refluxed for 1.5 h. Methanol, produced in the reaction was removed by distillation and the mixture was refluxed for further 2 hours. The rest of methanol and excess of the acetal were removed by distillation under slightly reduced pressure. The hot residue was treated with 100 mL DMF, and, after cooling down, with 5... Starting materials: C(C)(C)(C)OC(NC=1C(=NN(C1)C1=CC=CC=C1)N)=O (t-butyl(3-amino-1-phenyl-1H-pyrazol-4-yl)carbamate), ClC1=NC=C(C(=O)Cl)C=C1 (6-chloronicotinoyl chloride). Run in N1=CC=CC=C1 (pyridine), C(Cl)Cl (CH2Cl2). Run at time 6 hour. The product is ClC1=CC=C(C=N1)C(=O)NC1=NN(C=C1NC(OC(C)(C)C)=O)C1=CC=CC=C1 (tert-Butyl (3-{[(6-Chloropyridin-3-yl)carbonyl]amino}-1-phenyl-1H-pyrazol-4-yl)-carbamate). Reaction SMILES: [C:1]([O:5][C:6](=[O:20])[NH:7][C:8]1[C:9]([NH2:19])=[N:10][N:11]([C:13]2[CH:18]=[CH:17][CH:16]=[CH:15][CH:14]=2)[CH:12]=1)([CH3:4])([CH3:3])[CH3:2].[Cl:21][C:22]1[CH:30]=[CH:29][C:25]([C:26](Cl)=[O:27])=[CH:24][N:23]=1>N1C=CC=CC=1.C(Cl)Cl>[Cl:21][C:22]1[N:23]=[CH:24][C:25]([C:26]([NH:19][C:9]2[C:8]([NH:7][C:6](=[O:20])[O:5][C:1]([CH3:4])([CH3:2])[CH3:3])=[CH:12][N:11]([C:13]3[CH:14]=[CH:15][CH:16]=[CH:17][CH:18]=3)[N:10]=2)=[O:27])=[CH:29][CH:30]=1. Procedure details: To a solution of t-butyl(3-amino-1-phenyl-1H-pyrazol-4-yl)carbamate (100 mg, 0.364 mmol) in pyridine (500 μL) was added 6-chloronicotinoyl chloride (53 mg, 0.304 mmol) in CH2Cl2 (2 mL). After 6 hours of stirring at room temperature, the reaction mixture was filtered and the solvent concentrated. Formation of t-butyl(3-([(6-chloropyridin-3-yl)carbonyl]amino)-1-phenyl-1H-pyrazol-4-yl)carbamate (J) was confirmed by MS (ESI+): cal'd [M+H]+ 414.1, obs'd 414.1. The reactants are COC=1C=C2CC(CC2=CC1)NC(=O)OC (5-methoxy-N-methoxycarbonylindan-2-amine), Br (hydrobromic acid). The product is Br.OC=1C=C2CC(CC2=CC1)N (5-hydroxyindan-2-amine hydrobromide). RXN SMILES: C[O:2][C:3]1[CH:4]=[C:5]2[C:9](=[CH:10][CH:11]=1)[CH2:8][CH:7]([NH:12]C(OC)=O)[CH2:6]2.[BrH:17]>>[BrH:17].[OH:2][C:3]1[CH:4]=[C:5]2[C:9](=[CH:10][CH:11]=1)[CH2:8][CH:7]([NH2:12])[CH2:6]2 |f:2.3|. Reported procedure: A mixture of 5-methoxy-N-methoxycarbonylindan-2-amine (0.25 g) and 47% hydrobromic acid (20 ml) was refluxed for 4 hours. After cooling, the mixture was concentrated in vacuo. Toluene was added to the residue and the whole was concentrated in vacuo to dryness to give 5-hydroxyindan-2-amine hydrobromide (0.26 g). Reactants: Cc1cc(C(F)(F)F)cc(C)c1C(=O)O, NC1CCCC1N1CCCC1. Product: Cc1cc(C(F)(F)F)cc(C)c1C(=O)NC1CCCC1N1CCCC1. RXN SMILES: [CH3:12][c:13]1[c:14]([C:15](=[O:16])[OH:17])[c:18]([CH3:26])[cH:19][c:20]([C:22]([F:23])([F:24])[F:25])[cH:21]1.[N:1]1([CH:6]2[CH:7]([NH2:11])[CH2:8][CH2:9][CH2:10]2)[CH2:2][CH2:3][CH2:4][CH2:5]1>>[N:1]1([CH:6]2[CH:7]([NH:11][C:15]([c:14]3[c:13]([CH3:12])[cH:21][c:20]([C:22]([F:23])([F:24])[F:25])[cH:19][c:18]3[CH3:26])=[O:16])[CH2:8][CH2:9][CH2:10]2)[CH2:2][CH2:3][CH2:4][CH2:5]1. Starting materials: ClC1=NC(=NC=C1)NC1CC(NC(C1)(C)C)(C)C ((4-chloro-pyrimidin-2-yl)-(2,2,6,6-tetramethyl-piperidin-4-yl)-amine), COC1=C(SC=C1)CCC(C)(O)C (4-(3-methoxy-thiophen-2-yl)-2-methyl-butan-2-ol). The product is COC1=C(SC(=C1)C1=NC(=NC=C1)NC1CC(NC(C1)(C)C)(C)C)CCC(C)(O)C (4-{3-Methoxy-5-[2-(2,2,6,6-tetramethyl-piperidin-4-ylamino)-pyrimidin-4-yl]-thiophen-2-yl}-2-methyl-butan-2-ol). As a reaction SMILES: Cl[C:2]1[CH:7]=[CH:6][N:5]=[C:4]([NH:8][CH:9]2[CH2:14][C:13]([CH3:16])([CH3:15])[NH:12][C:11]([CH3:18])([CH3:17])[CH2:10]2)[N:3]=1.[CH3:19][O:20][C:21]1[CH:25]=[CH:24][S:23][C:22]=1[CH2:26][CH2:27][C:28]([CH3:31])([OH:30])[CH3:29]>>[CH3:19][O:20][C:21]1[CH:25]=[C:24]([C:2]2[CH:7]=[CH:6][N:5]=[C:4]([NH:8][CH:9]3[CH2:14][C:13]([CH3:16])([CH3:15])[NH:12][C:11]([CH3:18])([CH3:17])[CH2:10]3)[N:3]=2)[S:23][C:22]=1[CH2:26][CH2:27][C:28]([CH3:31])([OH:30])[CH3:29]. Procedure: The title compound was prepared analogous to Method C, starting from (4-chloro-pyrimidin-2-yl)-(2,2,6,6-tetramethyl-piperidin-4-yl)-amine and 4-(3-methoxy-thiophen-2-yl)-2-methyl-butan-2-ol (prepared by Pd/C hydrogenation of (E)-3-(3-Methoxy-thiophen-2-yl)-acrylic acid methyl ester, followed by reaction with MeMgBr (Step A of Method A)). Starting materials: C1C=CC2=CC=CC=C12 (indene), BrCCCBr (1,3-dibromopropane). Solvent: [OH-].[Na+] (NaOH). Run at time 6 hour. The product is BrCCCC1=CCC2=CC=CC=C12 (3-(3'-Bromopropyl)indene). Reaction SMILES: [CH2:1]1[C:9]2[C:4](=[CH:5][CH:6]=[CH:7][CH:8]=2)[CH:3]=[CH:2]1.[Br:10][CH2:11][CH2:12][CH2:13]Br>[OH-].[Na+]>[Br:10][CH2:11][CH2:12][CH2:13][C:1]1[C:9]2[C:4](=[CH:5][CH:6]=[CH:7][CH:8]=2)[CH2:3][CH:2]=1 |f:2.3|. Procedure details: The compound is prepared as described by Makoska in Tetrahedron Letters 38, 4621-4624 (1966) by adding a mixture of 580 g (5 M) indene and 1010 g (5 M) 1,3-dibromopropane to 1500 ml 50% aqueous NaOH containing 50 ml 40% methanolic Triton B. The temperature is held below 55° C. by cooling in an ice bath. After stirring 6 hours the reaction mixture is diluted to 4 l. The layers are separated and the aqueous layer is extracted two times with ether. The combined organic layers are extracted two time... Procedure: Commercially available methoxymethyltriphenylphosphonium chloride (15.7 g, 0.0458 mol) was added to tetrahydrofuran (100 ml), followed by dropwise adding a 25% by weight solution of phenyllithium in toluene 23 ml) in argon atmosphere with stirring at -10° C. over 10 minutes, agitating the reaction mixture at 0° C. for 30 minutes, dropwise adding a solution of trans-4-(4-cyanophenyl)cyclohexylacetaldehyde (VII) (7.3 g, 0.032 mol) obtained in Example 2 (i), in tetrahydrofuran (90 ml) at -10° C. ov... As a reaction SMILES: [Cl-].[CH3:2][O:3][CH2:4][P+](C1C=CC=CC=1)(C1C=CC=CC=1)C1C=CC=CC=1.C1([Li])C=CC=CC=1.[C:31]([C:33]1[CH:38]=[CH:37][C:36]([C@H:39]2[CH2:44][CH2:43][C@H:42]([CH2:45][CH:46]=O)[CH2:41][CH2:40]2)=[CH:35][CH:34]=1)#[N:32].O>C1(C)C=CC=CC=1.O1CCCC1>[CH3:2][O:3][CH:4]=[CH:46][CH2:45][C@H:42]1[CH2:41][CH2:40][C@H:39]([C:36]2[CH:35]=[CH:34][C:33]([C:31]#[N:32])=[CH:38][CH:37]=2)[CH2:44][CH2:43]1 |f:0.1|. Starting materials: O (water), C1(=CC=CC=C1)[Li] (phenyllithium), C(#N)C1=CC=C(C=C1)[C@@H]1CC[C@H](CC1)CC=O (trans-4-(4-cyanophenyl)cyclohexylacetaldehyde), [Cl-].COC[P+](C1=CC=CC=C1)(C1=CC=CC=C1)C1=CC=CC=C1 (methoxymethyltriphenylphosphonium chloride). The product is COC=CC[C@@H]1CC[C@H](CC1)C1=CC=C(C=C1)C#N (trans-1-(3-methoxy-2-propenyl)-4-(4-cyanophenyl)cyclohexane). Run in C1(=CC=CC=C1)C (toluene), O1CCCC1 (tetrahydrofuran), C1(=CC=CC=C1)C (toluene), O1CCCC1 (tetrahydrofuran). Isolated yield 53.1%. Conditions: temperature -10 celsius, time 10 minute.